From a dataset of the Open Reaction Database (ORD), a public repository of structured organic reaction records. describe an organic reaction: reactants, conditions, products, and yield Reactants: C(C)(C)C1=[N+](C(=C(C(=C1CO[Si](C1=CC=CC=C1)(C1=CC=CC=C1)C(C)(C)C)C1=CC=C(C=C1)F)CCCCC)C)[O-] (2-Isopropyl-3-(t-butyldiphenylsiloxy)methyl-4-(4-fluorophenyl)-5-pentyl-6-methylpyridine N-oxide), C(C)(=O)OC(C)=O (acetic anhydride). Run at temperature 100 celsius. Product: C(C)(=O)OCC1=NC(=C(C(=C1CCCCC)C1=CC=C(C=C1)F)CO[Si](C1=CC=CC=C1)(C1=CC=CC=C1)C(C)(C)C)C(C)C (2-Acetoxymethyl-3-pentyl-4-(4-fluorophenyl)-5-(t-butyldiphenylsiloxy)methyl-6-isopropylpyridine). Isolated yield 90.0%. As a reaction SMILES: [CH:1]([C:4]1[C:9]([CH2:10][O:11][Si:12]([C:25]([CH3:28])([CH3:27])[CH3:26])([C:19]2[CH:24]=[CH:23][CH:22]=[CH:21][CH:20]=2)[C:13]2[CH:18]=[CH:17][CH:16]=[CH:15][CH:14]=2)=[C:8]([C:29]2[CH:34]=[CH:33][C:32]([F:35])=[CH:31][CH:30]=2)[C:7]([CH2:36][CH2:37][CH2:38][CH2:39][CH3:40])=[C:6]([CH3:41])[N+:5]=1[O-])([CH3:3])[CH3:2].[C:43]([O:46]C(=O)C)(=[O:45])[CH3:44]>>[C:43]([O:46][CH2:41][C:6]1[C:7]([CH2:36][CH2:37][CH2:38][CH2:39][CH3:40])=[C:8]([C:29]2[CH:34]=[CH:33][C:32]([F:35])=[CH:31][CH:30]=2)[C:9]([CH2:10][O:11][Si:12]([C:25]([CH3:26])([CH3:28])[CH3:27])([C:13]2[CH:18]=[CH:17][CH:16]=[CH:15][CH:14]=2)[C:19]2[CH:20]=[CH:21][CH:22]=[CH:23][CH:24]=2)=[C:4]([CH:1]([CH3:2])[CH3:3])[N:5]=1)(=[O:45])[CH3:44]. Reported procedure: A mixture of the intermediate obtained in Example 199, Step B (4.8 g, 7.97 mmol) and acetic anhydride (20 mL) was heated to 100° C. for 20 min. The mixture was poured onto ice and the aqueous phase extracted with ethyl acetate (3×30 mL). The combined organic phase was washed with saturated aqueous sodium bicarbonate solution (3×50 mL), and saturated aqueous sodium chloride solution (3×50 mL). Silica gel chromatography provided a yellow oil (4.4 g, 90%). 1H NMR (300 MHz, CDCl3): δ 7.40 (m, 6H), 7... Reactants: Cl.N[C@@H]1C[C@H](CC1)NC(=O)C1=C(NC2=C1N=CN=C2C2=C(C=CC(=C2)C(F)F)OCC2CC2)C (N-[(1S,3S)-3-aminocyclopentyl]-4-[2-(cyclopropylmethoxy)-5-(difluoromethyl)phenyl]-6-methyl-5H-pyrrolo[3,2-d]pyrimidine-7-carboxamide hydrochloride), C(CC)(=O)Cl (propionyl chloride). Product: C1(CC1)COC1=C(C=C(C=C1)C(F)F)C=1C2=C(N=CN1)C(=C(N2)C)C(=O)N[C@@H]2C[C@H](CC2)NC(CC)=O (4-[2-(Cyclopropylmethoxy)-5-(difluoromethyl)phenyl]-6-methyl-N-[(1S,3S)-3-(propanoylamino)cyclopentyl]-5H-pyrrolo[3,2-d]pyrimidine-7-carboxamide). As a reaction SMILES: Cl.[NH2:2][C@H:3]1[CH2:7][CH2:6][C@H:5]([NH:8][C:9]([C:11]2[C:15]3[N:16]=[CH:17][N:18]=[C:19]([C:20]4[CH:25]=[C:24]([CH:26]([F:28])[F:27])[CH:23]=[CH:22][C:21]=4[O:29][CH2:30][CH:31]4[CH2:33][CH2:32]4)[C:14]=3[NH:13][C:12]=2[CH3:34])=[O:10])[CH2:4]1.[C:35](Cl)(=[O:38])[CH2:36][CH3:37]>>[CH:31]1([CH2:30][O:29][C:21]2[CH:22]=[CH:23][C:24]([CH:26]([F:28])[F:27])=[CH:25][C:20]=2[C:19]2[C:14]3[NH:13][C:12]([CH3:34])=[C:11]([C:9]([NH:8][C@H:5]4[CH2:6][CH2:7][C@H:3]([NH:2][C:35](=[O:38])[CH2:36][CH3:37])[CH2:4]4)=[O:10])[C:15]=3[N:16]=[CH:17][N:18]=2)[CH2:33][CH2:32]1 |f:0.1|. Reported procedure: Starting from N-[(1S,3S)-3-aminocyclopentyl]-4-[2-(cyclopropylmethoxy)-5-(difluoromethyl)phenyl]-6-methyl-5H-pyrrolo[3,2-d]pyrimidine-7-carboxamide hydrochloride (example D.f64) and commercially available propionyl chloride the title compound is obtained as colorless solid. The reactants are C(CCC)[SnH](CCCC)CCCC (tributyltin hydride), C(C)C1C(C=CC(C(OC(C2CCCCN2C(C(C2(C(CC(C(C(CC(CC(=C1)C)C)OC)O2)OC)C)O)=O)=O)=O)C(=CC2CC(C(CC2)N=[N+]=[N-])OC)C)C)=O (17-ethyl-1-hydroxy-12-[2'-(4"-azido-3"-methoxycyclohexyl)-1'-methylvinyl]-23,25-dimethoxy-13,19,21,27-tetramethyl-11,28-dioxa-4-azatricyclo[22.3.1.04,9 ]octacos-14,18-diene-2,3,10,16-tetraone), tetrakistriphenylphosphine palladium, C(C)(=O)O (acetic acid). The solvent is C1(=CC=CC=C1)C (toluene). Conditions: time 45 minute. Product: C(C)C1C(CCC(C(OC(C2CCCCN2C(C(C2(C(CC(C(C(CC(CC(=C1)C)C)OC)O2)OC)C)O)=O)=O)=O)C(=CC2CC(C(CC2)N=[N+]=[N-])OC)C)C)=O (17-Ethyl-1-hydroxy-12-[2'-(4"-azido-3"-methoxycyclohexyl)-1'-methylvinyl]-23,25-dimethoxy-13,19,21,27-tetramethyl-11,28-dioxa-4-azatricyclo[22.3.1.04,9 ]octacos-18-ene-2,3,10,16-tetraone). Yield: 90.7%. RXN SMILES: [CH2:1]([CH:3]1[CH:29]=[C:28]([CH3:30])[CH2:27][CH:26]([CH3:31])[CH2:25][CH:24]([O:32][CH3:33])[CH:23]2[O:34][C:19]([OH:38])([CH:20]([CH3:37])[CH2:21][CH:22]2[O:35][CH3:36])[C:18](=[O:39])[C:17](=[O:40])[N:16]2[CH:11]([CH2:12][CH2:13][CH2:14][CH2:15]2)[C:10](=[O:41])[O:9][CH:8]([C:42]([CH3:55])=[CH:43][CH:44]2[CH2:49][CH2:48][CH:47]([N:50]=[N+:51]=[N-:52])[CH:46]([O:53][CH3:54])[CH2:45]2)[CH:7]([CH3:56])[CH:6]=[CH:5][C:4]1=[O:57])[CH3:2].C(O)(=O)C.C([SnH](CCCC)CCCC)CCC>C1(C)C=CC=CC=1>[CH2:1]([CH:3]1[CH:29]=[C:28]([CH3:30])[CH2:27][CH:26]([CH3:31])[CH2:25][CH:24]([O:32][CH3:33])[CH:23]2[O:34][C:19]([OH:38])([CH:20]([CH3:37])[CH2:21][CH:22]2[O:35][CH3:36])[C:18](=[O:39])[C:17](=[O:40])[N:16]2[CH:11]([CH2:12][CH2:13][CH2:14][CH2:15]2)[C:10](=[O:41])[O:9][CH:8]([C:42]([CH3:55])=[CH:43][CH:44]2[CH2:49][CH2:48][CH:47]([N:50]=[N+:51]=[N-:52])[CH:46]([O:53][CH3:54])[CH2:45]2)[CH:7]([CH3:56])[CH2:6][CH2:5][C:4]1=[O:57])[CH3:2]. Procedure details: A solution of 17-ethyl-1-hydroxy-12-[2'-(4"-azido-3"-methoxycyclohexyl)-1'-methylvinyl]-23,25-dimethoxy-13,19,21,27-tetramethyl-11,28-dioxa-4-azatricyclo[22.3.1.04,9 ]octacos-14,18-diene-2,3,10,16-tetraone (55 mg, Example 3), tetrakistriphenylphosphine palladium (10 mg), and acetic acid (10 ml) in 3 ml of dry toluene was stirred for 5 min at room temperature under nitrogen atmosphere. To this yellow solution was added tributyltin hydride (40 ml) and stirred an additional 45 min. at room temperat... Reactants: C1(=CC=CC=C1)N1CCNCC1 (1-Phenylpiperazine), ClC1=NC(=NC=C1C(F)(F)F)C1=NC=C(N=C1OC)P(=O)(C)C (4-chloro-2-[5-(dimethylphosphoryl)-3-methoxypyrazin-2-yl]-5-(trifluoromethyl)pyrimidine). Yields the product CP(=O)(C)C=1N=C(C(=NC1)C1=NC=C(C(=N1)N1CCN(CC1)C1=CC=CC=C1)C(F)(F)F)OC (2-[5-(dimethylphosphoryl)-3-methoxypyrazin-2-yl]-4-(4-phenylpiperazin-1-yl)-5-(trifluoromethyl)pyrimidine). Reaction SMILES: [C:1]1([N:7]2[CH2:12][CH2:11][NH:10][CH2:9][CH2:8]2)[CH:6]=[CH:5][CH:4]=[CH:3][CH:2]=1.Cl[C:14]1[C:19]([C:20]([F:23])([F:22])[F:21])=[CH:18][N:17]=[C:16]([C:24]2[C:29]([O:30][CH3:31])=[N:28][C:27]([P:32]([CH3:35])([CH3:34])=[O:33])=[CH:26][N:25]=2)[N:15]=1>>[CH3:35][P:32]([C:27]1[N:28]=[C:29]([O:30][CH3:31])[C:24]([C:16]2[N:17]=[C:18]([N:10]3[CH2:11][CH2:12][N:7]([C:1]4[CH:6]=[CH:5][CH:4]=[CH:3][CH:2]=4)[CH2:8][CH2:9]3)[C:19]([C:20]([F:22])([F:23])[F:21])=[CH:14][N:15]=2)=[N:25][CH:26]=1)([CH3:34])=[O:33]. Procedure: This compound can be prepared by reacting 1-Phenylpiperazine with 4-chloro-2-[5-(dimethylphosphoryl)-3-methoxypyrazin-2-yl]-5-(trifluoromethyl)pyrimidine as described in Example 36. The reactants are [H-].[Na+] (sodium hydride), CN(C)C=O (DMF), CI (methyl iodide), C(C)(C)(C)OC(=O)N1C=C(C2=CC=CC=C12)CC1C(N(C2=C(N(C1=O)CC(=O)N(C1=CC=CC=C1)C(C)C)C=CC=C2)C2=CC=CC=C2)=O (2-[3-(N-tert-butoxycarbonyl-indol-3-ylmethyl)-2,4-dioxo-5-phenyl-2,3,4,5-tetrahydro-benzo[b][1,4]diazepin-1-yl]-N-isopropyl-N-phenyl acetamide), Intermediate 38. Run at temperature 50 celsius, time 5 minute. Yields the product N1C=C(C2=CC=CC=C12)CC1(C(N(C2=C(N(C1=O)CC(=O)N(C1=CC=CC=C1)C(C)C)C=CC=C2)C2=CC=CC=C2)=O)C (2-[3-(1H-indol-3-ylmethyl)-3-methyl-2,4-dioxo-5-phenyl-2,3,4,5-tetrahydro-benzo[b][1,4]diazepin-1-yl]-N-isopropyl-N-phenyl acetamide). As a reaction SMILES: C(OC([N:8]1[C:16]2[C:11](=[CH:12][CH:13]=[CH:14][CH:15]=2)[C:10]([CH2:17][CH:18]2[C:24](=[O:25])[N:23]([CH2:26][C:27]([N:29]([CH:36]([CH3:38])[CH3:37])[C:30]3[CH:35]=[CH:34][CH:33]=[CH:32][CH:31]=3)=[O:28])[C:22]3C=[CH:40][CH:41]=[CH:42][C:21]=3N(C3C=CC=CC=3)[C:19]2=O)=[CH:9]1)=O)(C)(C)C.[H-].[Na+].CI.[CH3:54][N:55]([CH:57]=[O:58])[CH3:56]>>[NH:8]1[C:16]2[C:11](=[CH:12][CH:13]=[CH:14][CH:15]=2)[C:10]([CH2:17][C:18]2([CH3:19])[C:24](=[O:25])[N:23]([CH2:26][C:27]([N:29]([CH:36]([CH3:38])[CH3:37])[C:30]3[CH:31]=[CH:32][CH:33]=[CH:34][CH:35]=3)=[O:28])[C:22]3[CH:21]=[CH:42][CH:41]=[CH:40][C:54]=3[N:55]([C:56]3[CH:18]=[CH:17][CH:10]=[CH:11][CH:12]=3)[C:57]2=[O:58])=[CH:9]1 |f:1.2|. Reported procedure: To a stirring solution of 210 mg (0.32 mmol) of 2-[3-(N-tert-butoxycarbonyl-indol-3-ylmethyl)-2,4-dioxo-5-phenyl-2,3,4,5-tetrahydro-benzo[b][1,4]diazepin-1-yl]-N-isopropyl-N-phenyl acetamide, prepared as in Intermediate 38, in 4 mL of DMF at 0° C. is added 19 mg (0.48 mmol, 1.5 equiv) of sodium hydride (60% dispersion in mineral oil). The resulting solution is stirred 5 min, then 30 mL (0.48 mmol, 1.5 equiv) of methyl iodide is added. The reaction mixture is stirred 2 h at RT and then heated to ... Reactants: SC1=NC=C(C=C1)[N+](=O)[O-] (2-mercapto-5-nitropyridine), CC(=O)C (acetone), ClCC1=CC=C(C=O)C=C1 (4-chloromethylbenzaldehyde), C([O-])([O-])=O.[K+].[K+] (potassium carbonate). The solvent is O (water), O (water). Yields the product [N+](=O)([O-])C=1C=CC(=NC1)SCC1=CC=C(C=O)C=C1 (4-((5-nitropyridine-2-yl)thiomethyl)benzaldehyde). The yield is 93.3%. Reaction SMILES: [SH:1][C:2]1[CH:7]=[CH:6][C:5]([N+:8]([O-:10])=[O:9])=[CH:4][N:3]=1.CC(C)=O.Cl[CH2:16][C:17]1[CH:24]=[CH:23][C:20]([CH:21]=[O:22])=[CH:19][CH:18]=1.C(=O)([O-])[O-].[K+].[K+]>O>[N+:8]([C:5]1[CH:6]=[CH:7][C:2]([S:1][CH2:16][C:17]2[CH:24]=[CH:23][C:20]([CH:21]=[O:22])=[CH:19][CH:18]=2)=[N:3][CH:4]=1)([O-:10])=[O:9] |f:3.4.5|. Procedure: To 40 mg of 2-mercapto-5-nitropyridine was added 200 mL of acetone, and the solution was stirred while cooled with water. To this reaction solution were added 43.6 of 4-chloromethylbenzaldehyde and 45 g of potassium carbonate, to conduct reaction. After the completion of the reaction, 1 L of water was added to the solution. The precipitated crystal was collected by filtration, washed with water, washed with methanol, and dried (yield amount 65.5 g, and yield 93.3%). Starting materials: C1COCCN1, CCCCCC, [Cl-], O=C(Cl)c1ccccc1I, [Na+], C1CCOC1, c1ccccc1. The product is O=C(c1ccccc1I)N1CCOCC1. As a reaction SMILES: [CH2:1]1[CH2:2][O:3][CH2:4][CH2:5][NH:6]1.[CH3:19][CH2:20][CH2:21][CH2:22][CH2:23][CH3:24].[Cl-:17].[I:7][c:8]1[c:9]([C:10](=[O:11])[Cl:12])[cH:13][cH:14][cH:15][cH:16]1.[Na+:18].[O:31]1[CH2:32][CH2:33][CH2:34][CH2:35]1.[cH:25]1[cH:26][cH:27][cH:28][cH:29][cH:30]1>>[CH2:1]1[CH2:2][O:3][CH2:4][CH2:5][N:6]1[C:10]([c:9]1[c:8]([I:7])[cH:16][cH:15][cH:14][cH:13]1)=[O:11]. The reactants are B(F)(F)F.CCOCC (boron trifluoride etherate), [OH-].[Na+] (sodium hydroxide), C(C)(=O)C1=NNC2=C(C=C1)C=CC=C2 (acetylbenzodiazepine), C=O (paraformaldehyde), C1=CCCC1 (cyclopentene), C(C)#N (acetonitrile). The product is C(C)(=O)N1CCN2CC3C(C4=CC=CC(=C24)C1)CCC3 (5-Acetyl-4,5,6,7,9,9a,10,11,12,12a-decahydrocyclopenta[c][1,4]diazepino[6,7,1-ij]quinoline). Yield: 93.0%. Reaction SMILES: [C:1]([C:4]1[CH:10]=[CH:9][C:8]2[CH:11]=[CH:12][CH:13]=[CH:14][C:7]=2[NH:6]N=1)(=O)[CH3:2].[CH2:15]=O.[CH:17]1[CH2:21]CCC=1.B(F)(F)F.[CH3:26][CH2:27][O:28]CC.[OH-].[Na+].[C:33](#[N:35])C>>[C:27]([N:35]1[CH2:33][C:14]2=[C:7]3[C:8](=[CH:11][CH:12]=[CH:13]2)[CH:9]2[CH2:10][CH2:4][CH2:1][CH:2]2[CH2:15][N:6]3[CH2:17][CH2:21]1)(=[O:28])[CH3:26] |f:3.4,5.6|. Procedure: To a 1.0 L jacketed reactor equipped with an overhead stirrer, thermocouple, condenser, addition funnel and positive nitrogen pressure was charged acetylbenzodiazepine (40.0 g, 210 mmol, 1.0 eq.), paraformaldehyde prills (6.30 g, 210 mmol, 1.0 eq.), acetonitrile (480 ml) and cyclopentene (86.0 g, 1.26 mol, 6.0 eq.). To the reaction suspension at 12° C. was added boron trifluoride etherate (80.5 g, 567 mmol, 2.7 eq.) in 20 minutes. The reaction mixture was heated. The reaction was monitored by HP... The reactants are solution, C[Si](C)(C)[N-][Si](C)(C)C.[Li+] (Lithium bis(trimethylsilyl)amide), [N+](=O)([O-])C1=NN(C=C1)CCC=O (3-(3-nitropyrazol-1-yl)propionaldehyde), O (Water), CCOC(=O)C (EtOAc). Run in C1CCOC1 (THF), C1CCOC1 (THF). Conditions: time 15 minute. The product is OC(CC(=O)OCC)CCN1N=C(C=C1)[N+](=O)[O-] (ethyl 3-hydroxy-5-(3-nitropyrazol-1-yl)valerate). Reaction SMILES: C[Si]([N-][Si](C)(C)C)(C)C.[Li+].[CH3:11][CH2:12][O:13][C:14]([CH3:16])=[O:15].[N+:17]([C:20]1[CH:24]=[CH:23][N:22]([CH2:25][CH2:26][CH:27]=[O:28])[N:21]=1)([O-:19])=[O:18].O>C1COCC1>[OH:28][CH:27]([CH2:26][CH2:25][N:22]1[CH:23]=[CH:24][C:20]([N+:17]([O-:19])=[O:18])=[N:21]1)[CH2:16][C:14]([O:13][CH2:12][CH3:11])=[O:15] |f:0.1|. Procedure details: Lithium bis(trimethylsilyl)amide (10 ml. of a 1M solution in THF) was cooled to -75° under argon and freshly distilled EtOAc (0.88 g.) was added over 5 minutes. Crude 3-(3-nitropyrazol-1-yl)propionaldehyde (1.75 g.) in dry THF (10 ml.) was added at -75° over 10 minutes and the mixture was kept at -75° for a further 15 minutes then allowed to warm to 20° . Water (200 ml.) was added and the mixture was extracted with EtOAc (3×60 ml.). The extracts were dried (MgSO4) and evaporated in vacuo to give... Reactants: Cc1ccc(S(=O)(=O)Sc2cc(C)c(NC(=O)OC(C)(C)C)cc2C(C)(C)C)cc1, CCOCC, Cl. Yields the product Cl, Cc1ccc(S(=O)(=O)Sc2cc(C)c(N)cc2C(C)(C)C)cc1. RXN SMILES: [C:1]([O:2][C:3](=[O:4])[NH:8][c:9]1[cH:10][c:11]([C:27]([CH3:28])([CH3:29])[CH3:30])[c:12]([S:16][S:17](=[O:18])(=[O:19])[c:20]2[cH:21][cH:22][c:23]([CH3:26])[cH:24][cH:25]2)[cH:13][c:14]1[CH3:15])([CH3:5])([CH3:6])[CH3:7].[CH2:32]([O:33][CH2:34][CH3:35])[CH3:36].[ClH:31]>>[ClH:31].[NH2:8][c:9]1[cH:10][c:11]([C:27]([CH3:28])([CH3:29])[CH3:30])[c:12]([S:16][S:17](=[O:18])(=[O:19])[c:20]2[cH:21][cH:22][c:23]([CH3:26])[cH:24][cH:25]2)[cH:13][c:14]1[CH3:15].